This data is from the Open Reaction Database (ORD), a public repository of structured organic reaction records. The task is: describe an organic reaction: reactants, conditions, products, and yield The reactants are P(=O)([O-])([O-])[O-] (phosphate), COC(C(N)CC1=CNC2=CC=CC=C12)=O (DL-Tryptophane methyl ester), N[C@@H](CC1=CNC2=CC=CC=C12)C(=O)O (L-tryptophane). Product: COC([C@H](N)CC1=CNC2=CC=CC=C12)=O (D-tryptophane methyl ester), P(=O)([O-])([O-])[O-] (phosphate). Reaction SMILES: [CH3:1][O:2][C:3](=[O:16])[CH:4]([CH2:6][C:7]1[C:15]2[C:10](=[CH:11][CH:12]=[CH:13][CH:14]=2)[NH:9][CH:8]=1)[NH2:5].N[C@H](C(O)=O)CC1C2C(=CC=CC=2)NC=1.[P:32]([O-:36])([O-:35])([O-:34])=[O:33]>>[CH3:1][O:2][C:3](=[O:16])[C@@H:4]([CH2:6][C:7]1[C:15]2[C:10](=[CH:11][CH:12]=[CH:13][CH:14]=2)[NH:9][CH:8]=1)[NH2:5].[P:32]([O-:36])([O-:35])([O-:34])=[O:33]. Procedure details: A DL-Tryptophane methyl ester (10 mM) in 0.02 M phosphate buffer, pH 7.5, was pressed through a column of chymotrypsinsephadex particles. The permeate contained a mixture of L-tryptophane (5 mM) obtained by stereo-specific enzymatic hydrolysis, and D-tryptophane methyl ester (5 mM) and 20 mM phosphate buffer, pH 7.0. This mixture was separated in an electrodialysis cell as described in Example 1. Electric current of 5 mA/cm2 was applied through the electrodialysis cell in which the feed solution... Starting materials: N(=O)[O-].[Na+] (sodium nitrite), CCOCC (Et2O), NC=1C(=NC(=CC1C(=O)OC)Br)C=1C=NC(=CC1)N1CCOCC1 (Methyl 3-amino-6-bromo-6′-morpholino-2,3′-bipyridine-4-carboxylate), [N-]=[N+]=[N-].[Na+] (sodium azide). The solvent is C(=O)(C(F)(F)F)O (TFA), O (water). Reaction conditions: time 30 minute. The product is N(=[N+]=[N-])C=1C(=NC(=CC1C(=O)OC)Br)C=1C=NC(=CC1)N1CCOCC1 (methyl 3-azido-6-bromo-6′-morpholino-2,3′-bipyridine-4-carboxylate). Isolated yield 96.6%. Reaction SMILES: [NH2:1][C:2]1[C:3]([C:13]2[CH:14]=[N:15][C:16]([N:19]3[CH2:24][CH2:23][O:22][CH2:21][CH2:20]3)=[CH:17][CH:18]=2)=[N:4][C:5]([Br:12])=[CH:6][C:7]=1[C:8]([O:10][CH3:11])=[O:9].N([O-])=O.[Na+].[N-:29]=[N+:30]=[N-].[Na+].CCOCC>C(O)(C(F)(F)F)=O.O>[N:1]([C:2]1[C:3]([C:13]2[CH:14]=[N:15][C:16]([N:19]3[CH2:20][CH2:21][O:22][CH2:23][CH2:24]3)=[CH:17][CH:18]=2)=[N:4][C:5]([Br:12])=[CH:6][C:7]=1[C:8]([O:10][CH3:11])=[O:9])=[N+:29]=[N-:30] |f:1.2,3.4|. Procedure details: Methyl 3-amino-6-bromo-6′-morpholino-2,3′-bipyridine-4-carboxylate (230 mg, 0.59 mmol) was dissolved in TFA (2.9 mL) and the solution was cooled in an ice bath. Solid sodium nitrite (89 mg, 1.29 mmol) was added slowly with stirring to give a red solution. After 30 min, powdered sodium azide (380 mg, 5.85 mmol) was added in portions with gas evolution. Et2O (29 mL) was added with stirring after 0.5 hr, water was added and the mixture was extracted with EtOAc. The combined organic extracts were wa... The reactants are ClC1=NC2=CC=C(C=C2C(=C1CC1=CC=C(C=C1)N1N=CC=C1)Cl)C(O)(C=1C=NC(=CC1)C(F)(F)F)C1=CN=CN1C ({2,4-Dichloro-3-[4-(1H-pyrazol-1-yl)benzyl]quinolin-6-yl}(1-methyl-1H-imidazol-5-yl) [6-(trifluoromethyl)pyridin-3-yl]methanol), ClC1=NC2=CC=C(C=C2C(=C1CC1=CC=C(C=C1)N1N=CC=C1)Cl)C(O)(C=1C=NC(=CC1)C(F)(F)F)C1=CN=CN1C ({2,4-Dichloro-3-[4-(1H-pyrazol-1-yl)benzyl]quinolin-6-yl}(1-methyl-1H-imidazol-5-yl) [6-(trifluoromethyl)pyridin-3-yl]methanol), Cl.CNOC (N,O-dimethylhydroxylamine hydrochloride), CN(C=O)C (dimethylformamide), CCOC(=O)C (EtOAc). Run at temperature 100 celsius. Product: CON(C1=NC2=CC=C(C=C2C(=C1CC1=CC=C(C=C1)N1N=CC=C1)N(C)OC)C(O)(C=1C=NC(=CC1)C(F)(F)F)C1=CN=CN1C)C ({2,4-Bis[methoxy(methyl)amino]-3-[4-(1H-pyrazol-1-yl)benzyl]quinolin-6-yl}(1-methyl-1H-imidazol-5-yl)[6-(trifluoromethyl)pyridin-3-yl]methanol). As a reaction SMILES: Cl[C:2]1[C:11]([CH2:12][C:13]2[CH:18]=[CH:17][C:16]([N:19]3[CH:23]=[CH:22][CH:21]=[N:20]3)=[CH:15][CH:14]=2)=[C:10](Cl)[C:9]2[C:4](=[CH:5][CH:6]=[C:7]([C:25]([C:37]3[N:41]([CH3:42])[CH:40]=[N:39][CH:38]=3)([C:27]3[CH:28]=[N:29][C:30]([C:33]([F:36])([F:35])[F:34])=[CH:31][CH:32]=3)[OH:26])[CH:8]=2)[N:3]=1.Cl.[CH3:44][NH:45][O:46][CH3:47].C[N:49]([CH3:52])C=O.C[CH2:54][O:55]C(C)=O>>[CH3:47][O:46][N:45]([CH3:44])[C:2]1[C:11]([CH2:12][C:13]2[CH:18]=[CH:17][C:16]([N:19]3[CH:23]=[CH:22][CH:21]=[N:20]3)=[CH:15][CH:14]=2)=[C:10]([N:49]([O:55][CH3:54])[CH3:52])[C:9]2[C:4](=[CH:5][CH:6]=[C:7]([C:25]([C:37]3[N:41]([CH3:42])[CH:40]=[N:39][CH:38]=3)([C:27]3[CH:28]=[N:29][C:30]([C:33]([F:35])([F:36])[F:34])=[CH:31][CH:32]=3)[OH:26])[CH:8]=2)[N:3]=1 |f:1.2|. Reported procedure: (3-(4-(1H-Pyrazol-1-yl)benzyl)-2,4-dichloroquinolin-6-yl)(1-methyl-1H-imidazol-5-yl)(6-(trifluoromethyl)pyridin-3-yl)methanol (100 mg, 0.164 mmol, Intermediate 65), N,O-dimethylhydroxylamine hydrochloride (327 mg, 2.82 mmol), and dimethylformamide (2 mL) were combined in a reaction tube, which was then sealed and heated to 100° C. for 48 hours. The contents were then cooled, transferred to a separatory funnel, diluted with EtOAc, extracted with a saturated, aqueous NH4Cl solution, then four time... Reactants: [N+](=O)([O-])C1=C(C=CC=C1)O (2-nitrophenol), C(=O)([O-])[O-].[K+].[K+] (K2CO3), C(C1=CC=CC=C1)Cl (benzyl chloride). Run in O (water). Run at temperature 100 celsius. Product: C(C1=CC=CC=C1)C=1C(=C(C=CC1)OC1=C(C(=CC=C1)CC1=CC=CC=C1)[N+](=O)[O-])[N+](=O)[O-] (Benzyl-2-nitrophenyl Ether). As a reaction SMILES: [N+:1]([C:4]1[CH:9]=[CH:8][CH:7]=[CH:6][C:5]=1O)([O-:3])=[O:2].[C:11]([O-:14])([O-])=O.[K+].[K+].[CH2:17](Cl)[C:18]1[CH:23]=[CH:22][CH:21]=[CH:20][CH:19]=1>O>[CH2:17]([C:5]1[C:4]([N+:1]([O-:3])=[O:2])=[C:9]([O:14][C:11]2[CH:8]=[CH:7][CH:6]=[C:5]([CH2:17][C:18]3[CH:23]=[CH:22][CH:21]=[CH:20][CH:19]=3)[C:4]=2[N+:1]([O-:3])=[O:2])[CH:8]=[CH:7][CH:6]=1)[C:18]1[CH:23]=[CH:22][CH:21]=[CH:20][CH:19]=1 |f:1.2.3|. Procedure details: A mixture of 2-nitrophenol (27.82 g˜0.18 mol, Lancaster, contains ca 10% H2O), K2CO3 (33.15 g, 0.24 mol), and benzyl chloride (30.38 g, 27.6 ml, 0.24 mol) was heated at 100° C. for 1.5 h. The resulting mixture was poured in 1.3 L of water and extracted with CHCl3 tree times, washed twice with 50% brine, dried with Na2SO4, filtered and concentrated. Distillation in vacuum gave 39.23 g (96%), bp 161-162° C. (˜0.1 mm Hg). Starting materials: C(C(=O)C1=CC=CC=C1)Br (phenacylbromide), CN1CNC(NC1)=S (3,4,5,6-tetrahydro-5-methyl-s-triazin 2(1H)thione). Run in CC(=O)C (acetone), CC(=O)C (acetone). Yields the product OC1(CSC=2N1CN(CN2)C)C2=CC=CC=C2 (6-Hydroxy-3-methyl-6-phenyl-3,4,6,7-tetrahydro-2H-thiazolo[3,2-a]-s-triazine). As a reaction SMILES: [CH2:1](Br)[C:2]([C:4]1[CH:9]=[CH:8][CH:7]=[CH:6][CH:5]=1)=[O:3].[CH3:11][N:12]1[CH2:17][NH:16][C:15](=[S:18])[NH:14][CH2:13]1>CC(C)=O>[OH:3][C:2]1([C:4]2[CH:9]=[CH:8][CH:7]=[CH:6][CH:5]=2)[N:16]2[CH2:17][N:12]([CH3:11])[CH2:13][N:14]=[C:15]2[S:18][CH2:1]1. Procedure details: A solution of 5.0 grams (0.025 moles) of phenacylbromide in 40 milliliters of acetone was mixed with a solution of 3.27 grams (0.025 moles) of 3,4,5,6-tetrahydro-5-methyl-s-triazin 2(1H)thione in 450 milliliters of acetone. 6-Hydroxy-3-methyl-6-phenyl-3,4,6,7-tetrahydro-2H-thiazolo[3,2-a]-s-triazine hydrobromide crystallized out as a colourless solid, m.p. 149°-150° C. (decomposition). The yield was 7.35 grams (89%). The reagents and catalysts are [Zn] (Zinc). Reactants: FC=1C(=NC=CC1C=NO)C(F)(F)F (3-fluoro-2-trifluoromethyl-pyridine-4-carbaldehyde oxime). Run in C(C)(=O)O (acetic acid). Reaction conditions: time 3 hour. Yields the product FC=1C(=NC=CC1CN)C(F)(F)F (C-(3-Fluoro-2-trifluoromethyl-pyridin-4-yl)-methylamine). Procedure details: Zinc dust (0.63 g, 9.62 mmol) was added at RT to a solution of 3-fluoro-2-trifluoromethyl-pyridine-4-carbaldehyde oxime (0.460 g, 1.57 mmol) in acetic acid (8 mL). The reaction mixture was stirred at RT for 3 h, then filtered through a 0.45 microns filter, and the filtrate was concentrated in vacuo. The colored oily residue was partitioned between CH2Cl2 and 1N HCl, the layers were separated and the aqueous phase was extracted twice with CH2Cl2. The pH of the aqueous layer was then adjusted to p... RXN SMILES: [F:1][C:2]1[C:3]([C:11]([F:14])([F:13])[F:12])=[N:4][CH:5]=[CH:6][C:7]=1[CH:8]=[N:9]O>C(O)(=O)C.[Zn]>[F:1][C:2]1[C:3]([C:11]([F:13])([F:14])[F:12])=[N:4][CH:5]=[CH:6][C:7]=1[CH2:8][NH2:9]. Reactants: FC(CC(=O)OC1=C(C(=C(C(=C1F)F)F)F)F)(F)F (Pentafluorophenyl 3,3,3-trifluoropropanoate), C1=CC=CC=2C3=CC=CC=C3C(C12)COC(=O)N(C(C)(C(=O)N[C@@H](C(C)C)C(=O)N(C)[C@H]([C@@H](CC(=O)O)OC)[C@H](CC)C)C)C (N-[(9H-fluoren-9-ylmethoxy)carbonyl]-N,2-dimethylalanyl-N-[(2R,3S,4S)-1-carboxy-2-methoxy-4-methylhexan-3-yl]-N-methyl-L-valinamide), N1=CC=CC=C1 (pyridine). Solvent: ClCCl (dichloromethane). Yields the product C1=CC=CC=2C3=CC=CC=C3C(C12)COC(=O)N(C(C)(C(=O)N[C@@H](C(C)C)C(=O)N(C)[C@H]([C@@H](CC(OC1=C(C(=C(C(=C1F)F)F)F)F)=O)OC)[C@H](CC)C)C)C (N-[(9H-fluoren-9-ylmethoxy)carbonyl]-N,2-dimethylalanyl-N-[(3R,4S,5S)-3-methoxy-5-methyl-1-oxo-1-(pentafluorophenoxy)heptan-4-yl]-N-methyl-L-valinamide). The yield is 98.3%. As a reaction SMILES: FC(F)(F)CC(O[C:7]1[C:12]([F:13])=[C:11]([F:14])[C:10]([F:15])=[C:9]([F:16])[C:8]=1[F:17])=O.[CH:20]1[C:32]2[CH:31]([CH2:33][O:34][C:35]([N:37]([CH3:64])[C:38]([CH3:63])([C:40]([NH:42][C@H:43]([C:47]([N:49]([C@@H:51]([C@@H:59]([CH3:62])[CH2:60][CH3:61])[C@H:52]([O:57][CH3:58])[CH2:53][C:54]([OH:56])=[O:55])[CH3:50])=[O:48])[CH:44]([CH3:46])[CH3:45])=[O:41])[CH3:39])=[O:36])[C:30]3[C:25](=[CH:26][CH:27]=[CH:28][CH:29]=3)[C:24]=2[CH:23]=[CH:22][CH:21]=1.N1C=CC=CC=1>ClCCl>[CH:29]1[C:30]2[CH:31]([CH2:33][O:34][C:35]([N:37]([CH3:64])[C:38]([CH3:63])([C:40]([NH:42][C@H:43]([C:47]([N:49]([C@@H:51]([C@@H:59]([CH3:62])[CH2:60][CH3:61])[C@H:52]([O:57][CH3:58])[CH2:53][C:54](=[O:56])[O:55][C:7]3[C:8]([F:17])=[C:9]([F:16])[C:10]([F:15])=[C:11]([F:14])[C:12]=3[F:13])[CH3:50])=[O:48])[CH:44]([CH3:45])[CH3:46])=[O:41])[CH3:39])=[O:36])[C:32]3[C:24](=[CH:23][CH:22]=[CH:21][CH:20]=3)[C:25]=2[CH:26]=[CH:27][CH:28]=1. Procedure details: Pentafluorophenyl 3,3,3-trifluoropropanoate (2.44 mL, 13.4 mmol, 2.0 eq.) was added to a solution of #128 (4.18 g, 6.70 mmol, 1.0 eq.) in 50 mL of dichloromethane followed by pyridine (1.61 mL, 20.1 mmol, 3.0 eq.). Reaction was allowed to stir at room temperature for -12 hours. Reaction was concentrated in vacuo and the residue was purified by silica chromatography (Gradient: 0%-70% acetone in heptanes) producing #135 (5.2 g, 98%) as a white foam. LC-MS (Protocol Q1): m/z 812.1 [M+Na+] retention...